Dataset: the Open Reaction Database (ORD), a public repository of structured organic reaction records. Task: describe an organic reaction: reactants, conditions, products, and yield Starting materials: O (water), COC1=CC=C(C=O)C=C1 (p-methoxybenzaldehyde), O.C1(=CC=C(C=C1)S(=O)(=O)O)C (p-toluenesulfonic acid monohydrate), NC=1C=C(C(=O)C2=CC=CC=C2)C=CC1NC(SC)=NC(=O)OC (3-amino-4-(3-carbomethoxy-S-methylisothioureido)benzophenone). Run in C1=CC=CC=C1 (benzene). Run at time 3 hour. Yields the product N=C1C(C(C(=O)C2=CC=CC=C2)=CC=C1NC(SC)=NC(=O)OC)CC1=CC=C(C=C1)OC (3-imino-(4-methoxyphenyl)methyl-4-(3-carbomethoxy-S-methylisothioureido)benzophenone). RXN SMILES: [NH2:1][C:2]1[CH:3]=[C:4]([CH:13]=[CH:14][C:15]=1[NH:16][C:17](=[N:20][C:21]([O:23][CH3:24])=[O:22])[S:18][CH3:19])[C:5]([C:7]1[CH:12]=[CH:11][CH:10]=[CH:9][CH:8]=1)=[O:6].[CH3:25][O:26][C:27]1[CH:34]=[CH:33][C:30]([CH:31]=O)=[CH:29][CH:28]=1.O.C1(C)C=CC(S(O)(=O)=O)=CC=1.O>C1C=CC=CC=1>[NH:1]=[C:2]1[C:15]([NH:16][C:17](=[N:20][C:21]([O:23][CH3:24])=[O:22])[S:18][CH3:19])=[CH:14][CH:13]=[C:4]([C:5]([C:7]2[CH:12]=[CH:11][CH:10]=[CH:9][CH:8]=2)=[O:6])[CH:3]1[CH2:31][C:30]1[CH:33]=[CH:34][C:27]([O:26][CH3:25])=[CH:28][CH:29]=1 |f:2.3|. Reported procedure: To a mixture of 3-amino-4-(3-carbomethoxy-S-methylisothioureido)benzophenone (3.43 g.; 0.01 mol) in benzene (100 ml.) there is added p-methoxybenzaldehyde (1.36 g.; 0.01 mol) and p-toluenesulfonic acid monohydrate (0.1 g.). The mixture is refluxed and stirred for 3 hours. The water reaction is removed by a Dean-Stark distillation receiver. The mixture is poured into an excess of hexane and the suspension formed is filtered. The filter cake is dried to afford 3-imino-(4-methoxyphenyl)methyl-4-(3-... Starting materials: C(C)(=O)OC(C)=O (acetic anhydride), CN1N=C(N=C1NCCCOC1=CC(=CC=C1)CN1CCCCC1)CN (1-methyl-5-[[3-[3-(1-piperidinylmethyl)phenoxy]propyl]amino]-1H-1,2,4-triazole-3-methanamine). Solvent: N1=CC=CC=C1 (pyridine). Reaction conditions: time 0.5 hour. The product is CN1N=C(N=C1NCCCOC1=CC(=CC=C1)CN1CCCCC1)CNC(C)=O (N-[[1-methyl-5-[[3-[3-(1-piperidinylmethyl)phenoxy]propyl]amino]-1H-1,2,4-triazole-3-yl]methyl]acetamide). The yield is 78.0%. As a reaction SMILES: [C:1](OC(=O)C)(=[O:3])[CH3:2].[CH3:8][N:9]1[C:13]([NH:14][CH2:15][CH2:16][CH2:17][O:18][C:19]2[CH:24]=[CH:23][CH:22]=[C:21]([CH2:25][N:26]3[CH2:31][CH2:30][CH2:29][CH2:28][CH2:27]3)[CH:20]=2)=[N:12][C:11]([CH2:32][NH2:33])=[N:10]1>N1C=CC=CC=1>[CH3:8][N:9]1[C:13]([NH:14][CH2:15][CH2:16][CH2:17][O:18][C:19]2[CH:24]=[CH:23][CH:22]=[C:21]([CH2:25][N:26]3[CH2:27][CH2:28][CH2:29][CH2:30][CH2:31]3)[CH:20]=2)=[N:12][C:11]([CH2:32][NH:33][C:1](=[O:3])[CH3:2])=[N:10]1. Procedure: A solution of acetic anhydride (0.089 g) in dry pyridine (1 ml) was added dropwise to a solution of 1-methyl-5-[[3-[3-(1-piperidinylmethyl)phenoxy]propyl]amino]-1H-1,2,4-triazole-3-methanamine (A) (0.31 g) at 5°. The solution was stirred at room temperature for 0.5 h, and the solvent was removed under reduced pressure to leave a yellow oil which was triturated with light petroleum b.p. 60°-80° to give the title compound as a white solid (0.27 g), m.p. 123°.